From a dataset of the Open Reaction Database (ORD), a public repository of structured organic reaction records. describe an organic reaction: reactants, conditions, products, and yield The solvent is O1CCOCC1 (1,4-dioxane), O (water). Reagents/catalysts: C1(=CC=CC=C1)P(C1=CC=CC=C1)C1=CC=CC=C1.C1(=CC=CC=C1)P(C1=CC=CC=C1)C1=CC=CC=C1.C1(=CC=CC=C1)P(C1=CC=CC=C1)C1=CC=CC=C1.C1(=CC=CC=C1)P(C1=CC=CC=C1)C1=CC=CC=C1.[Pd] (palladium(0) tetrakis(triphenylphosphine)). As a reaction SMILES: FC(F)(F)S(O[C:7]1[CH:19]=[CH:18][C:10]2[N:11]([CH2:14][CH:15]3[CH2:17][CH2:16]3)[N:12]=[N:13][C:9]=2[C:8]=1[Cl:20])(=O)=O.[OH:23][CH2:24][C:25]1[CH:30]=[CH:29][C:28](B(O)O)=[CH:27][CH:26]=1.P([O-])([O-])([O-])=O.[K+].[K+].[K+].C(=O)(O)[O-].[Na+]>O1CCOCC1.O.C1(P(C2C=CC=CC=2)C2C=CC=CC=2)C=CC=CC=1.C1(P(C2C=CC=CC=2)C2C=CC=CC=2)C=CC=CC=1.C1(P(C2C=CC=CC=2)C2C=CC=CC=2)C=CC=CC=1.C1(P(C2C=CC=CC=2)C2C=CC=CC=2)C=CC=CC=1.[Pd]>[Cl:20][C:8]1[C:9]2[N:13]=[N:12][N:11]([CH2:14][CH:15]3[CH2:17][CH2:16]3)[C:10]=2[CH:18]=[CH:19][C:7]=1[C:28]1[CH:29]=[CH:30][C:25]([CH2:24][OH:23])=[CH:26][CH:27]=1 |f:2.3.4.5,6.7,10.11.12.13.14|. The product is ClC1=C(C=CC=2N(N=NC21)CC2CC2)C2=CC=C(C=C2)CO ({4-[4-chloro-1-(cyclopropylmethyl)-1H-benzotriazol-5-yl]phenyl}methanol). Conditions: time 1 hour. Procedure details: 4-Chloro-1-(cyclopropylmethyl)-1H-benzotriazol-5-yl trifluoromethanesulfonate (1.1 g, 3.1 mmol) was dissolved in a mixture of 1,4-dioxane and water (15 mL:3.0 mL) and treated with [4-(hydroxymethyl)phenyl]boronic acid (0.70 g, 4.6 mmol), potassium phosphate (2.0 g, 9.2 mmol) and palladium(0) tetrakis(triphenylphosphine) (0.18 g, 0.15 mmol). The mixture was placed into a preheated oil bath at 90° C. for 1 hour. The mixture was cooled to ambient temperature, poured into sodium bicarbonate (150 mL,... Starting materials: FC(S(=O)(=O)OC1=C(C2=C(N(N=N2)CC2CC2)C=C1)Cl)(F)F (4-Chloro-1-(cyclopropylmethyl)-1H-benzotriazol-5-yl trifluoromethanesulfonate), OCC1=CC=C(C=C1)B(O)O ([4-(hydroxymethyl)phenyl]boronic acid), P(=O)([O-])([O-])[O-].[K+].[K+].[K+] (potassium phosphate), C([O-])(O)=O.[Na+] (sodium bicarbonate). Starting materials: NC[C@H]1N([C@H]2C[C@H]2C1)C(=O)C=1N=C(SC1C1=CC(=CC=C1)F)C ([(1S,3S,5S)-3-aminomethyl-2-aza-bicyclo[3.1.0]hex-2-yl]-[5-(3-fluoro-phenyl)-2-methyl-thiazol-4-yl]-methanone), COC1=CC(=NC2=CC=CC=C12)C(=O)O (4-methoxy-quinoline-2-carboxylic acid). Yields the product FC=1C=C(C=CC1)C1=C(N=C(S1)C)C(=O)N1[C@H]2C[C@H]2C[C@H]1CNC(=O)C1=NC2=CC=CC=C2C(=C1)OC (4-methoxy-quinoline-2-carboxylic acid {(1S,3S,5S)-2-[5-(3-fluoro-phenyl)-2-methyl-thiazole-4-carbonyl]-2-aza-bicyclo[3.1.0]hex-3-ylmethyl}-amide). As a reaction SMILES: [NH2:1][CH2:2][C@@H:3]1[CH2:8][C@H:7]2[C@H:5]([CH2:6]2)[N:4]1[C:9]([C:11]1[N:12]=[C:13]([CH3:23])[S:14][C:15]=1[C:16]1[CH:21]=[CH:20][CH:19]=[C:18]([F:22])[CH:17]=1)=[O:10].[CH3:24][O:25][C:26]1[C:35]2[C:30](=[CH:31][CH:32]=[CH:33][CH:34]=2)[N:29]=[C:28]([C:36](O)=[O:37])[CH:27]=1>>[F:22][C:18]1[CH:17]=[C:16]([C:15]2[S:14][C:13]([CH3:23])=[N:12][C:11]=2[C:9]([N:4]2[C@H:3]([CH2:2][NH:1][C:36]([C:28]3[CH:27]=[C:26]([O:25][CH3:24])[C:35]4[C:30](=[CH:31][CH:32]=[CH:33][CH:34]=4)[N:29]=3)=[O:37])[CH2:8][C@H:7]3[C@@H:5]2[CH2:6]3)=[O:10])[CH:21]=[CH:20][CH:19]=1. Reported procedure: prepared by reaction of [(1S,3S,5S)-3-aminomethyl-2-aza-bicyclo[3.1.0]hex-2-yl]-[5-(3-fluoro-phenyl)-2-methyl-thiazol-4-yl]-methanone with 4-methoxy-quinoline-2-carboxylic acid. LC-MS (basic): tR=0.96 min; [M+H]+=517.2.